This data is from the Open Reaction Database (ORD), a public repository of structured organic reaction records. The task is: describe an organic reaction: reactants, conditions, products, and yield Run in C(C)O (ethanol). Procedure: A mixture of 88.8 parts of ethyl 4-[[[(4-amino-6-hydroxy-5-pyrimidinyl)[(4-fluorophenyl)methyl]amino]thioxomethyl]amino]-1-piperidinecarboxylate, 88 parts of mercury(II) oxide, 0.1 parts of sulfur and 1200 parts of ethanol was stirred overnight at reflux temperature. The reaction mixture was filtered over diatomaceous earth while hot and the filtrate was evaporated. The residue was purified by column chromatography over silica gel using a mixture of trichloromethane and methanol, saturated with ... RXN SMILES: [NH2:1][C:2]1[C:7]([N:8]([C:17]([NH:19][CH:20]2[CH2:25][CH2:24][N:23]([C:26]([O:28][CH2:29][CH3:30])=[O:27])[CH2:22][CH2:21]2)=S)[CH2:9][C:10]2[CH:15]=[CH:14][C:13]([F:16])=[CH:12][CH:11]=2)=[C:6]([OH:31])[N:5]=[CH:4][N:3]=1.[S]>[Hg]=O.C(O)C>[NH2:1][C:2]1[C:7]2[N:8]([CH2:9][C:10]3[CH:15]=[CH:14][C:13]([F:16])=[CH:12][CH:11]=3)[C:17](=[N:19][CH:20]3[CH2:25][CH2:24][N:23]([C:26]([O:28][CH2:29][CH3:30])=[O:27])[CH2:22][CH2:21]3)[O:31][C:6]=2[N:5]=[CH:4][N:3]=1 |^3:31|. The reagents and catalysts are [Hg]=O (mercury(II) oxide). The yield is 66.1%. Yields the product 50.7, NC=1C2=C(N=CN1)OC(N2CC2=CC=C(C=C2)F)=NC2CCN(CC2)C(=O)OCC (ethyl 4-[[7-amino-1-[(4-fluorophenyl)methyl]oxazolo[5,4-d]-pyrimidin-2(1H)-yliden]amino]-1-piperidinecarboxylate). The reactants are 88.8, NC1=NC=NC(=C1N(CC1=CC=C(C=C1)F)C(=S)NC1CCN(CC1)C(=O)OCC)O (ethyl 4-[[[(4-amino-6-hydroxy-5-pyrimidinyl)[(4-fluorophenyl)methyl]amino]thioxomethyl]amino]-1-piperidinecarboxylate), [S] (sulfur). Conditions: time 8 hour. Starting materials: intermediate 27, C(C1=CC=CC=C1)OC1=C(N=C2C(OCCN2C1=O)(C)C)C(=O)O (3-(benzyloxy)-9,9-dimethyl-4-oxo-4,6,7,9-tetrahydropyrimido-[2,1-c][1,4]oxazine-2-carboxylic acid), NCC1=C(C=C(C=C1)F)N1C(CC[C@H]1CO[Si](C)(C)C(C)(C)C)=O ((S)-1-(2-(aminomethyl)-5-fluorophenyl)-5-((tert-butyldimethylsilyloxy)methyl)pyrrolidin-2-one). The product is [Si](C)(C)(C(C)(C)C)OC[C@@H]1N(C(CC1)=O)C1=C(CNC(=O)C=2N=C3C(OCCN3C(C2OCC2=CC=CC=C2)=O)(C)C)C=CC(=C1)F ((R)—N-(2-(2-((tert-Butyldimethylsilyloxy)methyl)-5-oxopyrrolidin-1-yl)-4-fluorobenzyl)-3-(benzyloxy)-9,9-dimethyl-4-oxo-4,6,7,9-tetrahydropyrimido[2,1-c][1,4]oxazine-2-carboxamide). RXN SMILES: [CH2:1]([O:8][C:9]1[C:18](=[O:19])[N:17]2[C:12]([C:13]([CH3:21])([CH3:20])[O:14][CH2:15][CH2:16]2)=[N:11][C:10]=1[C:22](O)=[O:23])[C:2]1[CH:7]=[CH:6][CH:5]=[CH:4][CH:3]=1.[NH2:25][CH2:26][C:27]1[CH:32]=[CH:31][C:30]([F:33])=[CH:29][C:28]=1[N:34]1[C@H:38]([CH2:39][O:40][Si:41]([C:44]([CH3:47])([CH3:46])[CH3:45])([CH3:43])[CH3:42])[CH2:37][CH2:36][C:35]1=[O:48]>>[Si:41]([O:40][CH2:39][C@H:38]1[CH2:37][CH2:36][C:35](=[O:48])[N:34]1[C:28]1[CH:29]=[C:30]([F:33])[CH:31]=[CH:32][C:27]=1[CH2:26][NH:25][C:22]([C:10]1[N:11]=[C:12]2[N:17]([C:18](=[O:19])[C:9]=1[O:8][CH2:1][C:2]1[CH:3]=[CH:4][CH:5]=[CH:6][CH:7]=1)[CH2:16][CH2:15][O:14][C:13]2([CH3:20])[CH3:21])=[O:23])([C:44]([CH3:47])([CH3:46])[CH3:45])([CH3:43])[CH3:42]. Procedure: The title compound can be prepared from intermediate 27, 3-(benzyloxy)-9,9-dimethyl-4-oxo-4,6,7,9-tetrahydropyrimido-[2,1-c][1,4]oxazine-2-carboxylic acid and (S)-1-(2-(aminomethyl)-5-fluorophenyl)-5-((tert-butyldimethylsilyloxy)methyl)pyrrolidin-2-one, derived from reduction of intermediate 122, (R)-2-(2-((tert-butyldimethylsilyloxy)methyl)-5-oxopyrrolidin-1-yl)-4-fluorobenzonitrile 1HNMR 400 MHz (DMSO) δ ppm: 8.82 (1H, broad s), 7.47 (2H, m), 7.35 (4H, m), 7.00 (1H, broad s), 5.09 (2H, s), 4.6... Starting materials: ClCC(=O)Cl (Chloroacetyl chloride), C1(=C(C(=CC=C1)C)C)N1CCNCC1 (1-(2,3-xylyl)piperazine), C([O-])([O-])=O.[Ca+2] (calcium carbonate). The solvent is C(C)C(=O)C (methyl ethyl ketone). Reaction conditions: temperature 0 celsius, time 1 hour. Yields the product ClCC(=O)N1CCN(CC1)C1=C(C(=CC=C1)C)C (2-chloro-1-[4-(2,3-xylyl)piperazin-1-yl]-ethanone). RXN SMILES: [Cl:1][CH2:2][C:3](Cl)=[O:4].[C:6]1([N:14]2[CH2:19][CH2:18][NH:17][CH2:16][CH2:15]2)[CH:11]=[CH:10][CH:9]=[C:8]([CH3:12])[C:7]=1[CH3:13].C(=O)([O-])[O-].[Ca+2]>C(C(C)=O)C>[Cl:1][CH2:2][C:3]([N:17]1[CH2:18][CH2:19][N:14]([C:6]2[CH:11]=[CH:10][CH:9]=[C:8]([CH3:12])[C:7]=2[CH3:13])[CH2:15][CH2:16]1)=[O:4] |f:2.3|. Reported procedure: Chloroacetyl chloride (1.47 ml, 18.5 mmol) is added dropwise to a solution of 1-(2,3-xylyl)piperazine (3.2 g, 16.8 mmol) and calcium carbonate (5 g, 50 mmol) in methyl ethyl ketone (40 ml) cooled to 0° C. The reaction mixture is stirred at this temperature for 1 h 30 and it is then filtered through Celite. The Celite is rinsed several times with ethyl acetate and 3M sodium hydroxide solution. The two phases of the filtrate are then separated and the organic phase is dried over magnesium sulfate,... Starting materials: ClC1=NC=C2C=CC(=NC2=C1)N1C(C2=NC=CN=C2C1OC(=O)OC1=CC=CC=C1)=O (6-(7-Chloro-1,6-naphthyridin-2-yl)-7-oxo-5-phenoxycarbonyloxy-6,7-dihydro-5H-pyrrolo[3,4-b]pyrazine), ClC(=O)OC1=CC=CC=C1 (phenyl chloroformate), ClC1=CC=C2C=CC(=NC2=N1)N1C(C2=NC=CN=C2C1O)=O (6-(7-chloro-1,8-naphthyridin-2-yl)5-hydroxy-7-oxo-6,7-dihydro-5H-pyrrolo[3,4-b]pyrazine). Run in N1=CC=CC=C1 (pyridine). Conditions: temperature 60 celsius. Yields the product ClC1=CC=C2C=CC(=NC2=N1)N1C(C2=NC=CN=C2C1OC(=O)OC1=CC=CC=C1)=O (6-(7-chloro-1,8-naphthyridin-2-yl)-7-oxo-5-phenoxycarbonyloxy-6,7-dihydro-5H-pyrrolo[3,4-b]pyrazine). RXN SMILES: [Cl:1][C:2]1[CH:11]=[C:10]2[C:5]([CH:6]=[CH:7][C:8]([N:12]3[CH:20]([O:21][C:22]([O:24][C:25]4[CH:30]=[CH:29][CH:28]=[CH:27][CH:26]=4)=[O:23])[C:19]4[C:14](=[N:15][CH:16]=[CH:17][N:18]=4)[C:13]3=[O:31])=[N:9]2)=[CH:4][N:3]=1.ClC(OC1C=CC=CC=1)=O.ClC1N=C2C(C=CC(N3C(O)C4C(=NC=CN=4)C3=O)=N2)=CC=1>N1C=CC=CC=1>[Cl:1][C:2]1[N:3]=[C:4]2[C:5]([CH:6]=[CH:7][C:8]([N:12]3[CH:20]([O:21][C:22]([O:24][C:25]4[CH:30]=[CH:29][CH:28]=[CH:27][CH:26]=4)=[O:23])[C:19]4[C:14](=[N:15][CH:16]=[CH:17][N:18]=4)[C:13]3=[O:31])=[N:9]2)=[CH:10][CH:11]=1. Procedure: 6-(7-Chloro-1,6-naphthyridin-2-yl)-7-oxo-5-phenoxycarbonyloxy-6,7-dihydro-5H-pyrrolo[3,4-b]pyrazine can be prepared by adding phenyl chloroformate (9.4 g.) to a suspension of 6-(7-chloro-1,8-naphthyridin-2-yl)5-hydroxy-7-oxo-6,7-dihydro-5H-pyrrolo[3,4-b]pyrazine (6.3 g.) in anhydrous pyridine (63 cc.), with stirring and whilst keeping the temperature at about 5° C. When the addition is complete, the reaction mixture is gradually heated to 60° C. and this temperature is maintained for 1 hour. The... Reactants: CC1=C(C=CC(=C1[N+](=O)[O-])C)O (2,4-dimethyl-3-nitrophenol), COS(=O)(=O)C1=CC=C(C)C=C1 (methyltosylate), C(=O)([O-])[O-].[K+].[K+] (K2CO3). The solvent is CC(=O)C (acetone). Product: CC1=C(C=CC(=C1[N+](=O)[O-])C)OC (2,4-dimethyl-3-nitroanisole). Isolated yield 88.9%. RXN SMILES: [CH3:1][C:2]1[C:7]([N+:8]([O-:10])=[O:9])=[C:6]([CH3:11])[CH:5]=[CH:4][C:3]=1[OH:12].[CH3:13]OS(C1C=CC(C)=CC=1)(=O)=O.C([O-])([O-])=O.[K+].[K+]>CC(C)=O>[CH3:1][C:2]1[C:7]([N+:8]([O-:10])=[O:9])=[C:6]([CH3:11])[CH:5]=[CH:4][C:3]=1[O:12][CH3:13] |f:2.3.4|. Procedure: A mixture of 32.12 grams of 2,4-dimethyl-3-nitrophenol, 35.78 grams of methyltosylate and 28.5 grams of anhydrous K2CO3 in 200 ml of acetone is heated to reflux for 12 hours. The reaction mixture is filtered leaving a tan solid. The filtrate is concentrated in vacuo. The concentrated filtrate is taken up in ethyl acetate and extracted with 10% aqueous sodium hydroxide solution and saturated aqueous sodium chloride. The remaining ethyl acetate layer is dried, filtered and concentrated in vacuo to... The reactants are COC(=O)C1CC2=C(CN1C(C(C1=CC=CC=C1)C1=CC=CC=C1)=O)N=CN2CC2=CC(=C(C=C2)[N+](=O)[O-])C (methyl-1-(4-nitro-3-methylphenyl)methyl-5-diphenylacetyl-4,5,6,7-tetrahydro-1H-imidazo[4,5-c]pyridine-6-carboxylate). The reagents and catalysts are [Ni] (Raney Nickel). Solvent: O1C(CCC1)CO (tetrahydrofuran-methanol). Run at time 26 hour. The product is COC(=O)C1CC2=C(CN1C(C(C1=CC=CC=C1)C1=CC=CC=C1)=O)N=CN2CC2=CC(=C(C=C2)N)C (Methyl-1-(4-amino-3-methylphenyl)methyl-5-diphenylacetyl-4,5,6,7-tetrahydro-1H-imidazo[4,5-c]-pyridine-6-carboxylate). As a reaction SMILES: [CH3:1][O:2][C:3]([CH:5]1[N:10]([C:11](=[O:25])[CH:12]([C:19]2[CH:24]=[CH:23][CH:22]=[CH:21][CH:20]=2)[C:13]2[CH:18]=[CH:17][CH:16]=[CH:15][CH:14]=2)[CH2:9][C:8]2[N:26]=[CH:27][N:28]([CH2:29][C:30]3[CH:35]=[CH:34][C:33]([N+:36]([O-])=O)=[C:32]([CH3:39])[CH:31]=3)[C:7]=2[CH2:6]1)=[O:4]>O1CCCC1CO.[Ni]>[CH3:1][O:2][C:3]([CH:5]1[N:10]([C:11](=[O:25])[CH:12]([C:19]2[CH:24]=[CH:23][CH:22]=[CH:21][CH:20]=2)[C:13]2[CH:14]=[CH:15][CH:16]=[CH:17][CH:18]=2)[CH2:9][C:8]2[N:26]=[CH:27][N:28]([CH2:29][C:30]3[CH:35]=[CH:34][C:33]([NH2:36])=[C:32]([CH3:39])[CH:31]=3)[C:7]=2[CH2:6]1)=[O:4]. Procedure details: A solution of 31.2 g methyl-1-(4-nitro-3-methylphenyl)methyl-5-diphenylacetyl-4,5,6,7-tetrahydro-1H-imidazo[4,5-c]pyridine-6-carboxylate in tetrahydrofuran-methanol (2:1, 600 mL) is treated with 8.0 g Raney Nickel and placed under an atmosphere of hydrogen at 50 psi for 26 hr. The catalyst is removed by filtration and filtrate is evaporated to give a crisp foam. NMR (CDCl3) 6.77 (s+d,2H,2,6-Ar); 6.60 (d,1H,5-Ar). mp 182°-188° C. Starting materials: Cl.N(C1=CC=CC=C1)C1=CC(=NC2=CC=C3C(=C12)NC=N3)C (9-Anilino-7-methyl-1H-imidazo[4,5-f]quinoline Hydrochloride), COC=1C(=CC=CC1)N (o-anisidine). Solvent: C(C)O (ethanol). The product is Cl.COC=1C(=CC=CC1)NC1=CC(=NC2=CC=C3C(=C12)NC=N3)C (9(o-Anisidino)-7-methyl-1H-imidazo[4,5-f]quinoline Hydrochloride). Reaction SMILES: [ClH:1].[NH:2]([C:9]1[C:18]2[C:13](=[CH:14][CH:15]=[C:16]3[N:21]=[CH:20][NH:19][C:17]3=2)[N:12]=[C:11]([CH3:22])[CH:10]=1)[C:3]1[CH:8]=[CH:7][CH:6]=[CH:5][CH:4]=1.[CH3:23][O:24]C1C(N)=CC=CC=1>C(O)C>[ClH:1].[CH3:23][O:24][C:4]1[C:3]([NH:2][C:9]2[C:18]3[C:13](=[CH:14][CH:15]=[C:16]4[N:21]=[CH:20][NH:19][C:17]4=3)[N:12]=[C:11]([CH3:22])[CH:10]=2)=[CH:8][CH:7]=[CH:6][CH:5]=1 |f:0.1,4.5|. Reported procedure: A mixture of 30 g. (0.138 m.) of the compound of Example I, C. 17 g. (15.6 ml. 0.138 m.) of o-anisidine and 200 ml. of ethanol was stirred and heated at reflux overnight. The solution was concentrated in vacuo to give 45 g. m.p. 271°-275°. The crude product was recrystallized from 350 ml. of MeOH. The yield after oven-drying (100°) was 29 g. m.p. 300°-301°.